From a dataset of the Open Reaction Database (ORD), a public repository of structured organic reaction records. describe an organic reaction: reactants, conditions, products, and yield The reactants are CC[SiH](CC)CC, Cc1ccccc1, CS(=O)(=O)c1ccc(Oc2ncnc3c2cnn3C2CCCCO2)cc1, ClCCl, O=C(O)C(F)(F)F. Product: CS(=O)(=O)c1ccc(Oc2ncnc3[nH]ncc23)cc1. As a reaction SMILES: [CH2:1]([SiH:2]([CH2:3][CH3:4])[CH2:5][CH3:6])[CH3:7].[CH3:41][c:42]1[cH:43][cH:44][cH:45][cH:46][cH:47]1.[CH3:8][S:9](=[O:10])(=[O:11])[c:12]1[cH:13][cH:14][c:15]([O:16][c:17]2[c:18]3[c:19]([n:20][cH:21][n:22]2)[n:23]([CH:26]2[CH2:27][CH2:28][CH2:29][CH2:30][O:31]2)[n:24][cH:25]3)[cH:32][cH:33]1.[Cl:48][CH2:49][Cl:50].[OH:34][C:35]([C:36]([F:37])([F:38])[F:39])=[O:40]>>[CH3:8][S:9](=[O:10])(=[O:11])[c:12]1[cH:13][cH:14][c:15]([O:16][c:17]2[c:18]3[c:19]([n:20][cH:21][n:22]2)[nH:23][n:24][cH:25]3)[cH:32][cH:33]1. Starting materials: ClC1=NC=C(C=C1NS(=O)(=O)C)C=1C=C2C(=CC=NC2=CC1)C=1CCOCC1 (N-(2-chloro-5-(4-(3,6-dihydro-2H-pyran-4-yl)quinolin-6-yl)pyridin-3-yl)methanesulfonamide). Reagents/catalysts: [Pt](=O)=O (platinum (IV) oxide). Conditions: time 4 hour. Yields the product ClC1=NC=C(C=C1NS(=O)(=O)C)C=1C=C2C(=CC=NC2=CC1)C1CCOCC1 (N-(2-Chloro-5-(4-(tetrahydro-2H-pyran-4-yl)quinolin-6-yl)pyridin-3-yl)methanesulfonamide). Isolated yield 55.2%. RXN SMILES: [Cl:1][C:2]1[C:7]([NH:8][S:9]([CH3:12])(=[O:11])=[O:10])=[CH:6][C:5]([C:13]2[CH:14]=[C:15]3[C:20](=[CH:21][CH:22]=2)[N:19]=[CH:18][CH:17]=[C:16]3[C:23]2[CH2:24][CH2:25][O:26][CH2:27][CH:28]=2)=[CH:4][N:3]=1>[Pt](=O)=O>[Cl:1][C:2]1[C:7]([NH:8][S:9]([CH3:12])(=[O:10])=[O:11])=[CH:6][C:5]([C:13]2[CH:14]=[C:15]3[C:20](=[CH:21][CH:22]=2)[N:19]=[CH:18][CH:17]=[C:16]3[CH:23]2[CH2:24][CH2:25][O:26][CH2:27][CH2:28]2)=[CH:4][N:3]=1. Reported procedure: To a solution of N-(2-chloro-5-(4-(3,6-dihydro-2H-pyran-4-yl)quinolin-6-yl)pyridin-3-yl)methanesulfonamide (0.055 g, 0.13 mmol) in (10 mL) under N2 was added platinum (IV) oxide (0.015 g, 0.066 mmol). The reaction mixture was purged with N2 followed by evacuating. This procedure was done 3 times. After last evacuation, a hydrogen balloon was inserted. The reaction was stirred at rt under H2 for 4 h. The reaction mixture was passed through a pad of Celite® (diatomaceous earth). The reaction mixtu... The reactants are CC(C)(C)OC(=O)N1CCC(N)CC1, CCN=C=NCCCN(C)C, O=C(O)C(O)(c1ccccc1)C1CCCC1, CCN(C(C)C)C(C)C, ClCCl, On1nnc2ccccc21. The product is NC1CCN(C(=O)C(O)(c2ccccc2)C2CCCC2)CC1. As a reaction SMILES: [C:17]([O:18][C:19](=[O:20])[N:24]1[CH2:25][CH2:26][CH:27]([NH2:30])[CH2:28][CH2:29]1)([CH3:21])([CH3:22])[CH3:23].[CH3:50][CH2:51][N:52]=[C:53]=[N:54][CH2:55][CH2:56][CH2:57][N:58]([CH3:59])[CH3:60].[CH:1]1([C:6]([C:7](=[O:8])[OH:9])([c:10]2[cH:11][cH:12][cH:13][cH:14][cH:15]2)[OH:16])[CH2:2][CH2:3][CH2:4][CH2:5]1.[CH:31]([N:32]([CH2:33][CH3:34])[CH:35]([CH3:36])[CH3:37])([CH3:38])[CH3:39].[Cl:61][CH2:62][Cl:63].[OH:40][n:41]1[c:42]2[c:43]([cH:44][cH:45][cH:46][cH:47]2)[n:48][n:49]1>>[CH:1]1([C:6]([C:7](=[O:9])[N:24]2[CH2:25][CH2:26][CH:27]([NH2:30])[CH2:28][CH2:29]2)([c:10]2[cH:11][cH:12][cH:13][cH:14][cH:15]2)[OH:16])[CH2:2][CH2:3][CH2:4][CH2:5]1.